This data is from the Open Reaction Database (ORD), a public repository of structured organic reaction records. The task is: describe an organic reaction: reactants, conditions, products, and yield Reactants: OC(CN)C1=CC(=CC=C1)F (2-hydroxy-2-(3-fluorophenyl) ethanamine), C(=O)(OC)/C=C/C1=CC=C(C=C1)CC(C)=O (4{(E)-2-carbomethoxyethenyl}phenylpropan-2-one). Product: C(=O)(OC)/C=C/C1=CC=C(C=C1)CC(C)NCC(C1=CC(=CC=C1)F)O (N-{2-(4-{(E)-2-Carbomethoxyethenyl}phenyl)-1-methylethyl}-2-hydroxy-2-(3-fluorophenyl) ethanamine). Yield: 39.2%. Reaction SMILES: [OH:1][CH:2]([C:5]1[CH:10]=[CH:9][CH:8]=[C:7]([F:11])[CH:6]=1)[CH2:3][NH2:4].[C:12](/[CH:16]=[CH:17]/[C:18]1[CH:23]=[CH:22][C:21]([CH2:24][C:25](=O)[CH3:26])=[CH:20][CH:19]=1)([O:14][CH3:15])=[O:13]>>[C:12](/[CH:16]=[CH:17]/[C:18]1[CH:19]=[CH:20][C:21]([CH2:24][CH:25]([NH:4][CH2:3][CH:2]([OH:1])[C:5]2[CH:10]=[CH:9][CH:8]=[C:7]([F:11])[CH:6]=2)[CH3:26])=[CH:22][CH:23]=1)([O:14][CH3:15])=[O:13]. Procedure: This was prepared in an identical manner to the compound described in Example 1 using 2-hydroxy-2-(3-fluorophenyl) ethanamine (1.55 g) and 4{(E)-2-carbomethoxyethenyl}phenylpropan-2-one (2.18 g). Elution with 1% methanolchloroform on Kieselgel 60 gave the title compound (1.4 g) m.p. 75°-110° C. (benzene-heptane) as an ~45:55 mixture of diastereoisomers. τ(CDCl3) 8.9 (3H, d, J=6 Hz), 6.9-7.8 (7H, m, 2H disappears with D2O), 6.25 (3H, s), 5.45 (1H, m), 3.6 (1H, d, J=16 Hz), 2.55-3.2 (8H, m), 2.35 ... Reactants: C(CC)NC1CCC=2C=CC(=CC2C1)O (7-propylamino-5,6,7,8-tetrahydro-naphthalen-2-ol), C(C)(C)(C)OC(=O)N1CCC(CC1)C=O (4-formyl-piperidine-1-carboxylic acid tert-butyl ester), C(C)(=O)O[BH-](OC(C)=O)OC(C)=O.[Na+] (sodium triacetoxyborohydride). Solvent: ClC(C)Cl (dichloroethane). Conditions: time 24 hour. Yields the product C(C)(C)(C)OC(=O)N1CCC(CC1)CN(CCC)C1CC2=CC(=CC=C2CC1)O (4-{[(7-hydroxy-1,2,3,4-tetrahydro-naphthalen-2-yl)-propyl-amino]-methyl}-piperidine-1-carboxylic acid tert-butyl ester). The yield is 74.0%. RXN SMILES: [CH2:1]([NH:4][CH:5]1[CH2:14][C:13]2[CH:12]=[C:11]([OH:15])[CH:10]=[CH:9][C:8]=2[CH2:7][CH2:6]1)[CH2:2][CH3:3].[C:16]([O:20][C:21]([N:23]1[CH2:28][CH2:27][CH:26]([CH:29]=O)[CH2:25][CH2:24]1)=[O:22])([CH3:19])([CH3:18])[CH3:17].C(O[BH-](OC(=O)C)OC(=O)C)(=O)C.[Na+]>ClC(Cl)C>[C:16]([O:20][C:21]([N:23]1[CH2:24][CH2:25][CH:26]([CH2:29][N:4]([CH:5]2[CH2:6][CH2:7][C:8]3[C:13](=[CH:12][C:11]([OH:15])=[CH:10][CH:9]=3)[CH2:14]2)[CH2:1][CH2:2][CH3:3])[CH2:27][CH2:28]1)=[O:22])([CH3:17])([CH3:18])[CH3:19] |f:2.3|. Procedure details: To a solution of 7-propylamino-5,6,7,8-tetrahydro-naphthalen-2-ol (937 mg, 4.6 mmol) and 4-formyl-piperidine-1-carboxylic acid tert-butyl ester (1.46 g, 6.9 mmol) in dichloroethane (40 mL) was added sodium triacetoxyborohydride (2.1 g, 10.12 mmol) in a single portion. The reaction was allowed to stir at room temperature for 24 h. The reaction was concentrated in vacuo and partitioned between EtOAc (75 mL) and 5% aq. KOH (75 mL). The organic layer was dried (MgSO4), filtered, and concentrated to ... The reactants are BrC=1C(=C(C=C(C1C)Cl)C(C)=O)O (1-(3-bromo-5-chloro-2-hydroxy-4-methylphenyl)ethanone), N1=CC=C(C=C1)B(O)O (4-pyridinylboronic acid), C([O-])([O-])=O.[K+].[K+] (potassium carbonate), C1(=CC=CC=C1)P(C1=CC=CC=C1)C1=CC=CC=C1 (triphenylphosphine). Reagents/catalysts: C(C)(=O)[O-].[Pd+2].C(C)(=O)[O-] (palladium acetate). Run in COCCOC (1,2-dimethoxyethane), O (water). Run at temperature 90 celsius. Yields the product ClC=1C(=C(C(=C(C1)C(C)=O)O)C1=CC=NC=C1)C (1-(5-Chloro-2-hydroxy-4-methyl-3-pyridin-4-ylphenyl)ethanone). The yield is 46.3%. Reaction SMILES: Br[C:2]1[C:3]([OH:13])=[C:4]([C:10](=[O:12])[CH3:11])[CH:5]=[C:6]([Cl:9])[C:7]=1[CH3:8].[N:14]1[CH:19]=[CH:18][C:17](B(O)O)=[CH:16][CH:15]=1.C(=O)([O-])[O-].[K+].[K+].C1(P(C2C=CC=CC=2)C2C=CC=CC=2)C=CC=CC=1>COCCOC.O.C([O-])(=O)C.[Pd+2].C([O-])(=O)C>[Cl:9][C:6]1[C:7]([CH3:8])=[C:2]([C:17]2[CH:18]=[CH:19][N:14]=[CH:15][CH:16]=2)[C:3]([OH:13])=[C:4]([C:10](=[O:12])[CH3:11])[CH:5]=1 |f:2.3.4,8.9.10|. Reported procedure: A solution of 1-(3-bromo-5-chloro-2-hydroxy-4-methylphenyl)ethanone (2.6 g, 9.9 mmol), 4-pyridinylboronic acid (1.6 g, 13 mmol), and potassium carbonate (5.5 g, 40 mmol) in 1,2-dimethoxyethane (48 mL) and water (24 mL) was degassed with nitrogen and treated with triphenylphosphine (260 mg, 0.99 mmol) and palladium acetate (0.22 g, 0.99 mmol). The reaction mixture was degassed with nitrogen for 5 min and heated at 90° C. for 20 hours. The reaction mixture was cooled to room temperature, concentra... The yield is 86.0%. The product is O=C1C=2C=CC(=CC2CCC1)C(=O)OC (methyl 5-oxo-5,6,7,8-tetrahydronaphthalene-2-carboxylate). As a reaction SMILES: [O:1]=[C:2]1[CH2:11][CH2:10][CH2:9][C:8]2[CH:7]=[C:6]([C:12]([OH:14])=[O:13])[CH:5]=[CH:4][C:3]1=2.[CH3:15]O>Cl>[O:1]=[C:2]1[CH2:11][CH2:10][CH2:9][C:8]2[CH:7]=[C:6]([C:12]([O:14][CH3:15])=[O:13])[CH:5]=[CH:4][C:3]1=2. Procedure: A solution of 5-oxo-5,6,7,8-tetrahydronaphthalene-2-carboxylic acid (5.14 g, 27.0 mmol) (Peakdale Molecular) in 4N hydrochloric acid in methanol was heated to reflux for eighteen hours. The solution was returned to ambient temperature and concentrated in vacuo. The residue was diluted with ethyl acetate and washed with saturated sodium bicarbonate solution and saturated sodium chloride and dried over magnesium sulfate. Filtration followed by concentration in vacuo provided methyl 5-oxo-5,6,7,8-t... Starting materials: O=C1C=2C=CC(=CC2CCC1)C(=O)O (5-oxo-5,6,7,8-tetrahydronaphthalene-2-carboxylic acid), CO (methanol). Solvent: Cl (hydrochloric acid). Reactants: C1CCOC1, CCc1c(O)c(C)c(C)c2c1C(=NOC)CC1(CCC1)O2, Cl, C1COCCO1. Yields the product CCc1c(O)c(C)c(C)c2c1C(NOC)CC1(CCC1)O2. RXN SMILES: [CH2:23]1[O:24][CH2:25][CH2:26][CH2:27]1.[CH3:1][O:2][N:3]=[C:4]1[CH2:5][C:6]2([O:7][c:8]3[c:9]([CH3:18])[c:10]([CH3:17])[c:11]([OH:16])[c:12]([CH2:14][CH3:15])[c:13]31)[CH2:19][CH2:20][CH2:21]2.[ClH:22].[O:28]1[CH2:29][CH2:30][O:31][CH2:32][CH2:33]1>>[CH3:1][O:2][NH:3][CH:4]1[CH2:5][C:6]2([O:7][c:8]3[c:9]([CH3:18])[c:10]([CH3:17])[c:11]([OH:16])[c:12]([CH2:14][CH3:15])[c:13]31)[CH2:19][CH2:20][CH2:21]2. The reactants are CC(=O)OC(C)=O, CCOC(=NO)C1Cc2cc(C(=O)CC)c(O)c(Cl)c2O1. Product: CCOC(=NOC(C)=O)C1Cc2cc(C(=O)CC)c(O)c(Cl)c2O1. As a reaction SMILES: [CH3:22][C:23](=[O:24])[O:25][C:26](=[O:27])[CH3:28].[Cl:1][c:2]1[c:3]([OH:21])[c:4]([C:17]([CH2:18][CH3:19])=[O:20])[cH:5][c:6]2[c:10]1[O:9][CH:8]([C:11]([O:12][CH2:13][CH3:14])=[N:15][OH:16])[CH2:7]2>>[Cl:1][c:2]1[c:3]([OH:21])[c:4]([C:17]([CH2:18][CH3:19])=[O:20])[cH:5][c:6]2[c:10]1[O:9][CH:8]([C:11]([O:12][CH2:13][CH3:14])=[N:15][O:16][C:23]([CH3:22])=[O:24])[CH2:7]2.